This data is from the Open Reaction Database (ORD), a public repository of structured organic reaction records. The task is: describe an organic reaction: reactants, conditions, products, and yield The reactants are OC(COCc1ccccc1)CC1SCCCS1, C=CCBr, C1CCOC1, [H-], [Na+]. Yields the product C=CCOC(COCc1ccccc1)CC1SCCCS1. Reaction SMILES: [CH2:1]([c:2]1[cH:3][cH:4][cH:5][cH:6][cH:7]1)[O:8][CH2:9][CH:10]([CH2:11][CH:12]1[S:13][CH2:14][CH2:15][CH2:16][S:17]1)[OH:18].[CH2:21]([CH:22]=[CH2:23])[Br:24].[CH2:25]1[O:26][CH2:27][CH2:28][CH2:29]1.[H-:19].[Na+:20]>>[CH2:1]([c:2]1[cH:3][cH:4][cH:5][cH:6][cH:7]1)[O:8][CH2:9][CH:10]([CH2:11][CH:12]1[S:13][CH2:14][CH2:15][CH2:16][S:17]1)[O:18][CH2:23][CH:22]=[CH2:21]. The reactants are ClC1=CC=2C3=C(NC2C=C1F)CCN(C3)C (8-Chloro-7-fluoro-2-methyl-2,3,4,5-tetrahydro-1H-pyrido[4,3-b]indole), [OH-].[K+] (potassium hydroxide), FC(C1=NC=C(C=C1)C=C)(F)F (2-trifluoromethyl-5-vinyl pyridine). Solvent: CN1C(CCC1)=O (N-methyl 2-pyrolidone), O (water). Conditions: time 10 minute. Product: desired compound 10, ClC1=CC=2C3=C(N(C2C=C1F)CCC=1C=NC(=CC1)C(F)(F)F)CCN(C3)C (8-Chloro-7-fluoro-2-methyl-5-[2-(6-trifluoromethyl-pyridin-3-yl)-ethyl]-2,3,4,5-tetrahydro-1H-pyrido[4,3-b]indole). Isolated yield 10.5%. Reaction SMILES: [Cl:1][C:2]1[C:10]([F:11])=[CH:9][C:8]2[NH:7][C:6]3[CH2:12][CH2:13][N:14]([CH3:16])[CH2:15][C:5]=3[C:4]=2[CH:3]=1.[OH-].[K+].[F:19][C:20]([F:30])([F:29])[C:21]1[CH:26]=[CH:25][C:24]([CH:27]=[CH2:28])=[CH:23][N:22]=1>CN1CCCC1=O.O>[Cl:1][C:2]1[C:10]([F:11])=[CH:9][C:8]2[N:7]([CH2:28][CH2:27][C:24]3[CH:23]=[N:22][C:21]([C:20]([F:30])([F:19])[F:29])=[CH:26][CH:25]=3)[C:6]3[CH2:12][CH2:13][N:14]([CH3:16])[CH2:15][C:5]=3[C:4]=2[CH:3]=1 |f:1.2|. Procedure details: To a solution of 8-Chloro-7-fluoro-2-methyl-2,3,4,5-tetrahydro-1H-pyrido[4,3-b]indole (0.1 g. 0.0041 mol) in N-methyl 2-pyrolidone (0.5 mL) was added powdered potassium hydroxide (0.08 g, 0.00143 mol) and allowed to stir for 10 min at RT. 2-trifluoromethyl-5-vinyl pyridine (0.079 g, 0.00046 mol) was added and stirred for further 15 h. at rt, After completion (TLC), reaction mixture was diluted with water (5 mL) and extracted with ethyl acetate (3×50 mL). The organic layer was dried over anhydrou...